Task: describe an organic reaction: reactants, conditions, products, and yield. Dataset: the Open Reaction Database (ORD), a public repository of structured organic reaction records Reaction SMILES: [OH:1][C:2]1[CH:9]=[CH:8][C:5]([CH:6]=O)=[CH:4][CH:3]=1.Br.Br.Br.[CH2:13]([C:15]1[C:16]([C:23]2[CH:31]=[C:30]3[C:26]([C:27]([C:32]4[NH:33][C:34]5[CH2:39][CH2:38][NH:37][CH2:36][C:35]=5[N:40]=4)=[N:28][NH:29]3)=[CH:25][CH:24]=2)=[CH:17][C:18]([F:22])=[C:19]([OH:21])[CH:20]=1)[CH3:14]>>[CH2:13]([C:15]1[C:16]([C:23]2[CH:31]=[C:30]3[C:26]([C:27]([C:32]4[NH:33][C:34]5[CH2:39][CH2:38][N:37]([CH2:6][C:5]6[CH:8]=[CH:9][C:2]([OH:1])=[CH:3][CH:4]=6)[CH2:36][C:35]=5[N:40]=4)=[N:28][NH:29]3)=[CH:25][CH:24]=2)=[CH:17][C:18]([F:22])=[C:19]([OH:21])[CH:20]=1)[CH3:14] |f:1.2.3.4|. The product is C(C)C=1C(=CC(=C(C1)O)F)C1=CC=C2C(=NNC2=C1)C=1NC2=C(CN(CC2)CC2=CC=C(C=C2)O)N1 (5-Ethyl-2-fluoro-4-{3-[5-(4-hydroxy-benzyl)-4,5,6,7-tetrahydro-1H-imidazo[4,5-c]pyridin-2-yl]-1H-indazol-6-yl}-phenol). The yield is 49.2%. Reported procedure: The title compound was prepared from 4-hydroxy-benzaldehyde (24.2 mg, 198 μmol) and 5-ethyl-2-fluoro-4-[3-(4,5,6,7-tetrahydro-1H-imidazo[4,5-c]pyridin-2-yl)-1H-indazol-6-yl]-phenol trihydrobromide salt (Preparation 25, 50 mg, 132 μmol) using the method of Example 18. The crude material was purified by HPLC Method A to afford 31.4 mg of the title compound. Reactants: OC1=CC=C(C=O)C=C1 (4-hydroxy-benzaldehyde), Br.Br.Br.C(C)C=1C(=CC(=C(C1)O)F)C1=CC=C2C(=NNC2=C1)C=1NC2=C(CNCC2)N1 (5-ethyl-2-fluoro-4-[3-(4,5,6,7-tetrahydro-1H-imidazo[4,5-c]pyridin-2-yl)-1H-indazol-6-yl]-phenol trihydrobromide salt). Reactants: CCOC(C)=O, C=Cc1ccc2[nH]cc(CCN3CCCC3)c2c1, [H][H]. Yields the product CCc1ccc2[nH]cc(CCN3CCCC3)c2c1. Reaction SMILES: [CH3:21][CH2:22][O:23][C:24](=[O:25])[CH3:26].[CH:1](=[CH2:2])[c:3]1[cH:4][c:5]2[c:6]([CH2:12][CH2:13][N:14]3[CH2:15][CH2:16][CH2:17][CH2:18]3)[cH:7][nH:8][c:9]2[cH:10][cH:11]1.[H:19][H:20]>>[CH2:1]([CH3:2])[c:3]1[cH:4][c:5]2[c:6]([CH2:12][CH2:13][N:14]3[CH2:15][CH2:16][CH2:17][CH2:18]3)[cH:7][nH:8][c:9]2[cH:10][cH:11]1. Starting materials: C(C1=CC=CC=C1)OC1=C(C=C(C=C1)Br)OC (4-benzyloxy-3-methoxy-bromobenzene), C(CCC)[Li] (butyllithium), hexanes, CON(C(C1=C(N=CC=C1)C(F)(F)F)=O)C (N-methoxy-N-methyl-2-trifluoromethyl-nicotinamide), Cl (hydrochloric acid). Run in O1CCCC1 (tetrahydrofuran), O1CCCC1 (tetrahydrofuran). Conditions: time 2 hour. The product is C(C1=CC=CC=C1)OC1=C(C=C(C=C1)C(=O)C=1C(=NC=CC1)C(F)(F)F)OC ((4-benzyloxy-3-methoxy-phenyl)-(2-trifluoromethyl-pyridin-3-yl)-methanone). RXN SMILES: [CH2:1]([O:8][C:9]1[CH:14]=[CH:13][C:12](Br)=[CH:11][C:10]=1[O:16][CH3:17])[C:2]1[CH:7]=[CH:6][CH:5]=[CH:4][CH:3]=1.C([Li])CCC.CON(C)[C:26](=[O:37])[C:27]1[CH:32]=[CH:31][CH:30]=[N:29][C:28]=1[C:33]([F:36])([F:35])[F:34].Cl>O1CCCC1>[CH2:1]([O:8][C:9]1[CH:14]=[CH:13][C:12]([C:26]([C:27]2[C:28]([C:33]([F:36])([F:34])[F:35])=[N:29][CH:30]=[CH:31][CH:32]=2)=[O:37])=[CH:11][C:10]=1[O:16][CH3:17])[C:2]1[CH:7]=[CH:6][CH:5]=[CH:4][CH:3]=1. Procedure: To a solution of 4-benzyloxy-3-methoxy-bromobenzene (2.0 g, 6.82 mmol) in tetrahydrofuran (50 mL) at −78° C. under argon was added 2 N butyllithium solution in hexanes (3.75 mL, 7.5 mmol) dropwise. The resulting mixture was allowed to stir for one hour, whereupon a solution of N-methoxy-N-methyl-2-trifluoromethyl-nicotinamide (1.76 g, 7.5 mmol) in tetrahydrofuran (20 mL) was added dropwise. The mixture was then allowed to reach room temperature over two hours, then poured onto cold 2 N aqueous h... The reactants are C[O-].[Na+] (sodium methylate), C(C)OC(=O)C1=C(N=C(O1)C1(CCCCC1)Br)CBr (2-(1-Bromo-cyclohexyl)-4-bromomethyl-oxazole-5-carboxylic acid ethyl ester), C(C)(=O)O (acetic acid). The solvent is CO (methanol). Run at temperature 65 celsius, time 1 hour. Yields the product COC(=O)C1=C(N=C(O1)C1=CCCCC1)COC (2-Cyclohex-1-enyl-4-methoxymethyl-oxazole-5-carboxylic acid methyl ester). RXN SMILES: [CH2:1]([O:3][C:4]([C:6]1[O:10][C:9]([C:11]2(Br)[CH2:16][CH2:15][CH2:14][CH2:13][CH2:12]2)=[N:8][C:7]=1[CH2:18]Br)=[O:5])C.C[O-].[Na+].[C:23](O)(=[O:25])C>CO>[CH3:1][O:3][C:4]([C:6]1[O:10][C:9]([C:11]2[CH2:16][CH2:15][CH2:14][CH2:13][CH:12]=2)=[N:8][C:7]=1[CH2:18][O:25][CH3:23])=[O:5] |f:1.2|. Procedure: 14.7 g 2-(1-Bromo-cyclohexyl)-4-bromomethyl-oxazole-5-carboxylic acid ethyl ester were dissolved in 150 ml methanol. 6.03 g sodium methylate were added and the reaction mixture stirred at 65° C. for one hour. The cooled reaction mixture was acidified by addition of acetic acid (pH˜6). The solvent was removed in vacuo. The residue was dissolved in 250 ml ethyl acetate and washed with 80 ml water and brine, dried over MgSO4 and then the solvent was removed in vacuo. The residue was purified by rev... Reactants: ClC1=NC=C(C(=N1)Cl)F (2,4-dichloro-5-fluoropyrimidine), FC(SC=1C=C(N)C=CC1)(F)F (3-(trifluoromethylthio)aniline). Yields the product ClC1=NC=C(C(=N1)NC1=CC(=CC=C1)SC(F)(F)F)F (2-chloro-5-fluoro-N4-[3-(trifluoromethylthio)phenyl]-4-pyrimidineamine). Reaction SMILES: [Cl:1][C:2]1[N:7]=[C:6](Cl)[C:5]([F:9])=[CH:4][N:3]=1.[F:10][C:11]([F:21])([F:20])[S:12][C:13]1[CH:14]=[C:15]([CH:17]=[CH:18][CH:19]=1)[NH2:16]>>[Cl:1][C:2]1[N:7]=[C:6]([NH:16][C:15]2[CH:17]=[CH:18][CH:19]=[C:13]([S:12][C:11]([F:21])([F:10])[F:20])[CH:14]=2)[C:5]([F:9])=[CH:4][N:3]=1. Procedure details: In a like manner to the preparation of 2-chloro-N4-(3,4-ethylenedioxyphenyl)-5-fluoro-4-pyrimidineamine, 2,4-dichloro-5-fluoropyrimidine and 3-(trifluoromethylthio)aniline were reacted to provide 2-chloro-5-fluoro-N4-[3-(trifluoromethylthio)phenyl]-4-pyrimidineamine. 1H NMR (CDCl3): δ 8.13 (bs, 1H), 7.92 (bs, 1H), 7.89–7.84 (m, 1H), 7.48–7.45 (m, 2H), 7.04 (bs, 1H); LCMS: purity: 97%; MS (m/e): 325(MH+). The reactants are C(C)(=S)[O-].[K+] (potassium thioacetate), C(C1=CC=CC=C1)O[C@H]1[C@H](O[C@@H]([C@H]([C@@H]1OCC1=CC=CC=C1)OCC1=CC=CC=C1)COS(=O)(=O)C1=CC=C(C)C=C1)OCCCO (1-O-(2,3,4-tri-O-benzyl-6-O-tosyl-α-D-glucopyranosyl)-propane-1,3-diol), CN(C)C=O (DMF), O (water). Conditions: temperature 90 celsius, time 3 hour. Yields the product C(C1=CC=CC=C1)O[C@H]1[C@H](O[C@@H]([C@H]([C@@H]1OCC1=CC=CC=C1)OCC1=CC=CC=C1)CC(C)=S)OCCCO (1-O-(2,3,4-tri-O-benzyl-6-thioacetyl-α-D-quinovopyranosyl)-propane-1,3-diol). As a reaction SMILES: [CH2:1]([O:8][C@@H:9]1[C@@H:14]([O:15][CH2:16][C:17]2[CH:22]=[CH:21][CH:20]=[CH:19][CH:18]=2)[C@H:13]([O:23][CH2:24][C:25]2[CH:30]=[CH:29][CH:28]=[CH:27][CH:26]=2)[C@@H:12](COS(C2C=CC(C)=CC=2)(=O)=O)[O:11][C@@H:10]1[O:43][CH2:44][CH2:45][CH2:46][OH:47])[C:2]1[CH:7]=[CH:6][CH:5]=[CH:4][CH:3]=1.[C:48]([O-])(=[S:50])[CH3:49].[K+].O.[CH3:54]N(C=O)C>>[CH2:1]([O:8][C@@H:9]1[C@@H:14]([O:15][CH2:16][C:17]2[CH:22]=[CH:21][CH:20]=[CH:19][CH:18]=2)[C@H:13]([O:23][CH2:24][C:25]2[CH:26]=[CH:27][CH:28]=[CH:29][CH:30]=2)[C@@H:12]([CH2:49][C:48](=[S:50])[CH3:54])[O:11][C@@H:10]1[O:43][CH2:44][CH2:45][CH2:46][OH:47])[C:2]1[CH:7]=[CH:6][CH:5]=[CH:4][CH:3]=1 |f:1.2|. Procedure details: To a solution of the compound (6) (28.2 g, 42.5 mmol) in anhydrous DMF (300 ml), added was potassium thioacetate (7.28 g, 1.5 equivalents), and the mixture was stirred at 90° C. for 3 hours. After the sufficient progress of the reaction was confirmed, the reaction liquid was poured to chilled water (900 ml), extracted with ethyl acetate (3×300 ml). The organic layers were combined and washed with saturated saline (2×200 ml), dried with sodium sulfate, filtered, and concentrated under reduced pre...